Dataset: the Open Reaction Database (ORD), a public repository of structured organic reaction records. Task: describe an organic reaction: reactants, conditions, products, and yield Starting materials: C(CCCCCCC)C1=CC=C(C=C1)CC=O (p-(n-Octyl)phenylacetaldehyde), C(CCC)[Li] (n-butyl lithium), C(Br)(Br)(Br)Br (carbontetrabromide), C1(=CC=CC=C1)P(C1=CC=CC=C1)C1=CC=CC=C1 (triphenylphosphine). The reagents and catalysts are [Zn] (zinc). The solvent is O1CCCC1 (tetrahydrofuran), C(Cl)Cl (methylene chloride), C(C)OCC (ethyl ether). Product: C(CCCCCCC)C1=CC=C(CC#C)C=C1 (p-(n-octyl)benzylacetylene). RXN SMILES: [CH2:1]([C:9]1[CH:14]=[CH:13][C:12]([CH2:15][CH:16]=O)=[CH:11][CH:10]=1)[CH2:2][CH2:3][CH2:4][CH2:5][CH2:6][CH2:7][CH3:8].[C:18](Br)(Br)(Br)Br.C1(P(C2C=CC=CC=2)C2C=CC=CC=2)C=CC=CC=1.C([Li])CCC>C(Cl)Cl.C(OCC)C.O1CCCC1.[Zn]>[CH2:1]([C:9]1[CH:14]=[CH:13][C:12]([CH2:15][C:16]#[CH:18])=[CH:11][CH:10]=1)[CH2:2][CH2:3][CH2:4][CH2:5][CH2:6][CH2:7][CH3:8]. Reported procedure: p-(n-Octyl)phenylacetaldehyde (1 mmole, prepared as described in paragraph A of this example) is dissolved in methylene chloride, and treated with carbontetrabromide (4 mmole), triphenylphosphine (4 mmole) and zinc dust (4 mmole) at room temperature. The reaction mixture is then diluted with ethyl ether and filtered. The filtrate is washed with water, dried and evaporated to give an oily residue. This residue is dissolved in tetrahydrofuran and treated with n-butyl lithium (2.1 mmole) at -78° C.... As a reaction SMILES: C(OC([N:8]1[CH2:27][CH2:26][N:11]2[C:12](=[O:25])[C:13]3[C:18]([C@@H:10]2[CH2:9]1)=[CH:17][C:16]([CH2:19][OH:20])=[CH:15][C:14]=3[C:21]([F:24])([F:23])[F:22])=O)(C)(C)C.[ClH:28]>CCOCC.O>[ClH:28].[OH:20][CH2:19][C:16]1[CH:17]=[C:18]2[C:13]([C:12](=[O:25])[N:11]3[CH2:26][CH2:27][NH:8][CH2:9][C@H:10]32)=[C:14]([C:21]([F:23])([F:24])[F:22])[CH:15]=1 |f:4.5|. Starting materials: C(C)(C)(C)OC(=O)N1C[C@@H]2N(C(C3=C(C=C(C=C23)CO)C(F)(F)F)=O)CC1 (N-(t-butoxycarbonyl)-(R)-1,3,4,10b-tetrahydro-9-hydroxymethyl-7-trifluoromethyl-pyrazino[2,1-a]isoindol-6(2H)-one), Cl (hydrochloric acid), white solid. Run in O (water), CCOCC (ether). The product is Cl.OCC1=CC(=C2C(N3[C@H](C2=C1)CNCC3)=O)C(F)(F)F ((R)-1,3,4,10b-tetrahydro-9-hydroxymethyl-7-trifluoromethyl-pyrazino[2,1-a]isoindol-6(2H)-one hydrochloric acid salt). Conditions: time 1 hour. Reported procedure: To a stirring solution of N-(t-butoxycarbonyl)-(R)-1,3,4,10b-tetrahydro-9-hydroxymethyl-7-trifluoromethyl-pyrazino[2,1-a]isoindol-6(2H)-one (14 mg, 0.04 mmol) in dry ether (2 mL) was added hydrochloric acid (1 mL). The reaction was stirred for 1 h and then conc. in vacuo to a white solid. The solid was dissolved in water and lyophilized to 10 mg of a white solid. MS (ESI) 287 (M−Cl). The reactants are C([O-])([O-])=O.[K+].[K+] (potassium carbonate), CC1=C(O)C=CC=C1O (2-methylresorcinol), C(C1=CC=CC=C1)Cl (benzyl chloride). The solvent is CN(C=O)C (DMF), CN(C=O)C (N,N-dimethylformamide). Run at temperature 80 celsius. Yields the product C(C1=CC=CC=C1)OC=1C(=C(C=CC1)O)C (3-Benzyloxy-2-methylphenol). The yield is 22.8%. Reaction SMILES: C(=O)([O-])[O-].[K+].[K+].[CH3:7][C:8]1[C:14]([OH:15])=[CH:13][CH:12]=[CH:11][C:9]=1[OH:10].[CH2:16](Cl)[C:17]1[CH:22]=[CH:21][CH:20]=[CH:19][CH:18]=1>CN(C)C=O>[CH2:16]([O:10][C:9]1[C:8]([CH3:7])=[C:14]([OH:15])[CH:13]=[CH:12][CH:11]=1)[C:17]1[CH:22]=[CH:21][CH:20]=[CH:19][CH:18]=1 |f:0.1.2|. Procedure: Anhydrous potassium carbonate (30.4 g.) was added to a stirred solution of 2-methylresorcinol (24.8 g) in N,N-dimethylformamide (DMF, 250 ml) and benzyl chloride (25.3 g) was added over 15 minutes. The mixture was heated to 80° C. and maintained at this temperature overnight with continued stirring. On cooling the DMF was removed in vacuo to give an oil which was partitioned between water and ether. The dried ethereal phase was evaporated and chromatographed on silica eluting with chloroform to ... The reactants are CCOC(=O)N1CC2OC2C(O[Si](C)(C)C(C)(C)C)C1, CCCC[N+](CCCC)(CCCC)CCCC, C1CCOC1, [F-], O. The product is CCOC(=O)N1CC(O)C2OC2C1. As a reaction SMILES: [C:1]([Si:2]([CH3:3])([CH3:4])[O:6][CH:7]1[CH2:8][N:9]([C:14](=[O:15])[O:16][CH2:17][CH3:18])[CH2:10][CH:11]2[O:12][CH:13]12)([CH3:5])([CH3:19])[CH3:20].[CH2:22]([N+:23]([CH2:24][CH2:25][CH2:26][CH3:27])([CH2:28][CH2:29][CH2:30][CH3:31])[CH2:32][CH2:33][CH2:34][CH3:35])[CH2:36][CH2:37][CH3:38].[CH2:40]1[O:41][CH2:42][CH2:43][CH2:44]1.[F-:21].[OH2:39]>>[OH:6][CH:7]1[CH2:8][N:9]([C:14](=[O:15])[O:16][CH2:17][CH3:18])[CH2:10][CH:11]2[O:12][CH:13]12. Solvent: C(C)O (ethanol). Product: FC1=CC=CC(=C1C1=CC(=CC=C1)N1C=NC(=C1)C(=O)O)OC (1-(6′-Fluoro-2′-methoxy-biphenyl-3-yl)-1H-imidazole-4-carboxylic acid). RXN SMILES: C([O:3][C:4]([C:6]1[N:7]=[CH:8][N:9]([C:11]2[CH:12]=[C:13]([C:17]3[C:22]([F:23])=[CH:21][CH:20]=[CH:19][C:18]=3[O:24][CH3:25])[CH:14]=[CH:15][CH:16]=2)[CH:10]=1)=[O:5])C.[OH-].[K+]>C(O)C>[F:23][C:22]1[C:17]([C:13]2[CH:14]=[CH:15][CH:16]=[C:11]([N:9]3[CH:10]=[C:6]([C:4]([OH:5])=[O:3])[N:7]=[CH:8]3)[CH:12]=2)=[C:18]([O:24][CH3:25])[CH:19]=[CH:20][CH:21]=1 |f:1.2|. Reported procedure: This compound is prepared by hydrolysis of 23g using a 1:1 mixture of aqueous potassium hydroxide (2M) and ethanol. Reactants: C(C)OC(=O)C=1N=CN(C1)C=1C=C(C=CC1)C1=C(C=CC=C1F)OC (1-(6′-Fluoro-2′-methoxy-biphenyl-3-yl)-1H-imidazole-4-carboxylic acid ethyl ester), [OH-].[K+] (potassium hydroxide).